Dataset: the Open Reaction Database (ORD), a public repository of structured organic reaction records. Task: describe an organic reaction: reactants, conditions, products, and yield Starting materials: C(=CCCCCCCCC)[O-].[Na+] (sodium decenolate), C(C)(=O)O (acetic acid), O.NN (hydrazine hydrate), O.NN (hydrazine hydrate), C(O)([O-])=O.[Na+] (sodium hydrogen carbonate). The solvent is O (water). The product is C(CCCCCC)C1=CC(=NN1)C(=O)OCC (ethyl 5-n-heptylpyrazole-3-carboxylate). As a reaction SMILES: [CH:1]([O-])=[CH:2][CH2:3][CH2:4][CH2:5][CH2:6][CH2:7][CH2:8][CH2:9][CH3:10].[Na+].[C:13](O)(=O)[CH3:14].O.[NH2:18][NH2:19].[C:20](=[O:23])([O-])[OH:21].[Na+]>O>[CH2:4]([C:3]1[NH:19][N:18]=[C:1]([C:20]([O:21][CH2:13][CH3:14])=[O:23])[CH:2]=1)[CH2:5][CH2:6][CH2:7][CH2:8][CH2:9][CH3:10] |f:0.1,3.4,5.6|. Procedure details: In 500 ml of absolute ethanol, 12.6 g (0.55 mol) of metallic sodium was added slowly to dissolve it completely under agitation, and after cooling, a mixed liquid of 78 g (0.55 mol) of methyl n-heptyl ketone and 80.3 g (0.55 mol) of diethyl oxalate was slowly dropped into the above-mentioned solution at room temperature under agitation. The stirring was continued for 8 hours after the addition, at room temperature. Then, the deposited yellow precipitate was collected by filtration and recrystalli... Starting materials: C1(=CC=CC=C1)N1C2=C(C3=C1C=NC=C3)C=NC(=C2)NC2=CC=C(C=N2)N2CCN(CC2)C(=O)OC(C)(C)C (tert-Butyl 4-(6-((5-phenyl-5 H-pyrido[3′,4′:4,5]pyrrolo[2,3-c]pyridin-3-yl)amino)-3-pyridinyl)-1-piperazinecarboxylate), FC(C(=O)O)(F)F (trifluoroacetic acid). The solvent is C(Cl)Cl (DCM). Product: C1(=CC=CC=C1)N1C2=C(C3=C1C=NC=C3)C=NC(=C2)NC2=NC=C(C=C2)N2CCNCC2 (5-phenyl-N-(5-(1-piperazinyl)-2-pyridinyl)-5 H-pyrido[3′,4′:4,5]pyrrolo[2,3-c]pyridin-3-amine). RXN SMILES: [C:1]1([N:7]2[C:11]3[CH:12]=[N:13][CH:14]=[CH:15][C:10]=3[C:9]3[CH:16]=[N:17][C:18]([NH:20][C:21]4[N:26]=[CH:25][C:24]([N:27]5[CH2:32][CH2:31][N:30](C(OC(C)(C)C)=O)[CH2:29][CH2:28]5)=[CH:23][CH:22]=4)=[CH:19][C:8]2=3)[CH:6]=[CH:5][CH:4]=[CH:3][CH:2]=1.FC(F)(F)C(O)=O>C(Cl)Cl>[C:1]1([N:7]2[C:11]3[CH:12]=[N:13][CH:14]=[CH:15][C:10]=3[C:9]3[CH:16]=[N:17][C:18]([NH:20][C:21]4[CH:22]=[CH:23][C:24]([N:27]5[CH2:32][CH2:31][NH:30][CH2:29][CH2:28]5)=[CH:25][N:26]=4)=[CH:19][C:8]2=3)[CH:6]=[CH:5][CH:4]=[CH:3][CH:2]=1. Procedure details: A solution of crude compound 372 in DCM (8 mL) was treated with trifluoroacetic acid (2.0 mL, 27 mmol) at room temperature for 2 h. After the volatiles were removed, the residue was subjected to reverse phase preparative HPLC (acetonitrile/H2O containing 0.1% TFA each, 40 min from 10 to 40%). Lyophilization provided compound 370 (12 mg) as a yellow solid (TFA salt). 1H NMR (500 MHz, CD3OD) δ ppm 9.46 (1 H, s), 8.80 (1 H, d, J=0.7 Hz), 8.65 (1 H, d, J=5.6 Hz), 8.53 (1 H, d, J=5.6 Hz), 8.05 (1 H, ... Starting materials: O=C(NCC=1C=CC=CC1)C=2C=CC=C(Cl)C2. The reagents and catalysts are O1B(OC(C)(C)C1(C)C)B2OC(C)(C)C(O2)(C)C, O=C(NC1=CC=CC2=C1NC(=C2C)C)C=3C=NC(=CC3)C4=NC=CC=C4, C[OH2+].C[OH2+].C1CC=CCCC=C1.C1CC=CCCC=C1.[Ir].[Ir]. Run in O1CCCC1. Run at temperature 60 celsius, time 96 hour. Yields the product O=C(NCC=1C=CC=CC1)C2=CC(Cl)=CC=C2B3OC(C)(C)C(O3)(C)C. Yield: 39.0%. Procedure: Isolated by chromatography using deactivated silica gel and ethyl acetate and petroleum ether (10:0.5 to 10:4.0) as the eluent. The reactants are C1CCOC1, CCOc1ccc(CC(=O)Nc2ccc(S(=O)(=O)Nc3ccccc3C(=O)OC)cc2)cc1, Cl, [Li+], [OH-]. Yields the product CCOc1ccc(CC(=O)Nc2ccc(S(=O)(=O)Nc3ccccc3C(=O)O)cc2)cc1. As a reaction SMILES: [CH2:37]1[O:38][CH2:39][CH2:40][CH2:41]1.[CH3:1][O:2][C:3]([c:4]1[c:5]([NH:10][S:11](=[O:12])(=[O:13])[c:14]2[cH:15][cH:16][c:17]([NH:20][C:21]([CH2:22][c:23]3[cH:24][cH:25][c:26]([O:29][CH2:30][CH3:31])[cH:27][cH:28]3)=[O:32])[cH:18][cH:19]2)[cH:6][cH:7][cH:8][cH:9]1)=[O:33].[ClH:36].[Li+:34].[OH-:35]>>[O:2]=[C:3]([c:4]1[c:5]([NH:10][S:11](=[O:12])(=[O:13])[c:14]2[cH:15][cH:16][c:17]([NH:20][C:21]([CH2:22][c:23]3[cH:24][cH:25][c:26]([O:29][CH2:30][CH3:31])[cH:27][cH:28]3)=[O:32])[cH:18][cH:19]2)[cH:6][cH:7][cH:8][cH:9]1)[OH:33]. Reactants: O=C([O-])[O-], CC#N, ClC1CCc2ccccc21, [I-], [K+], [K+], [K+], O=C(CCC1CCNCC1)c1cc2c3c(c1)CCN3C(=O)CC2. Product: O=C(CCC1CCN(C2CCc3ccccc32)CC1)c1cc2c3c(c1)CCN3C(=O)CC2, Cl. As a reaction SMILES: [C:34](=[O:35])([O-:36])[O-:37].[CH3:42][C:43]#[N:44].[Cl:1][CH:2]1[CH2:3][CH2:4][c:5]2[cH:6][cH:7][cH:8][cH:9][c:10]21.[I-:41].[K+:38].[K+:39].[K+:40].[NH:11]1[CH2:12][CH2:13][CH:14]([CH2:17][CH2:18][C:19](=[O:20])[c:21]2[cH:22][c:23]3[c:28]4[c:29]([cH:30]2)[CH2:31][CH2:32][N:27]4[C:26](=[O:33])[CH2:25][CH2:24]3)[CH2:15][CH2:16]1>>[CH:2]1([N:11]2[CH2:12][CH2:13][CH:14]([CH2:17][CH2:18][C:19](=[O:20])[c:21]3[cH:22][c:23]4[c:28]5[c:29]([cH:30]3)[CH2:31][CH2:32][N:27]5[C:26](=[O:33])[CH2:25][CH2:24]4)[CH2:15][CH2:16]2)[CH2:3][CH2:4][c:5]2[cH:6][cH:7][cH:8][cH:9][c:10]21.[ClH:1].